The task is: describe an organic reaction: reactants, conditions, products, and yield. This data is from the Open Reaction Database (ORD), a public repository of structured organic reaction records. The reactants are [Br-].C(CCCCC)[P+](C1=CC=CC=C1)(C1=CC=CC=C1)C1=CC=CC=C1 (n-hexyltriphenylphosphonium bromide), OC1OC2=C(C1)C(=C(C=C2)Cl)Cl (2,3- dihydro-2-hydroxy-4,5-dichlorobenzofuran), C(CCC)[Li] (n-butyllithium), desired intermediate, O1CCCC1 (tetrahydrofuran), solution, O1CCCC1 (tetrahydrofuran). Run in CCCCCC (hexane). Run at time 1 hour. Product: C(C=CCCCCC)C1=C(C=CC(=C1Cl)Cl)O (2-(2-octenyl)-3,4-di- chlorophenol). Reaction SMILES: [Br-].[CH2:2]([P+](C1C=CC=CC=1)(C1C=CC=CC=1)C1C=CC=CC=1)[CH2:3][CH2:4][CH2:5][CH2:6][CH3:7].O1CCCC1.C([Li])CCC.O[CH:38]1[CH2:42][C:41]2[C:43]([Cl:48])=[C:44]([Cl:47])[CH:45]=[CH:46][C:40]=2[O:39]1>CCCCCC>[CH2:42]([C:41]1[C:43]([Cl:48])=[C:44]([Cl:47])[CH:45]=[CH:46][C:40]=1[OH:39])[CH:38]=[CH:2][CH2:3][CH2:4][CH2:5][CH2:6][CH3:7] |f:0.1|. Procedure: Twenty-five grams of n-hexyltriphenylphosphonium bromide were dissolved in 350 ml. of dry tetrahydrofuran and cooled to -10° C. To the solution were added 37 ml. of a 1.6M solution of n-butyllithium in hexane. The solution was slowly warmed to room temperature and stirred for one hour. The solution was then cooled to 0° C. and a solution of 2.38 g. of 2,3- dihydro-2-hydroxy-4,5-dichlorobenzofuran in 20 ml. of tetrahydrofuran was added. The reaction was allowed to reflux for approximately 18 hour... Reactants: CCO, O=CN1CCNCC1, O=C1c2ccccc2C(=O)C2OC12. The product is O=CN1CCN(C2=C(O)C(=O)c3ccccc3C2=O)CC1. Reaction SMILES: [CH3:22][CH2:23][OH:24].[N:14]1([CH:20]=[O:21])[CH2:15][CH2:16][NH:17][CH2:18][CH2:19]1.[O:1]1[CH:2]2[C:3](=[O:13])[c:4]3[cH:5][cH:6][cH:7][cH:8][c:9]3[C:10](=[O:12])[CH:11]12>>[OH:1][C:11]1=[C:2]([N:17]2[CH2:16][CH2:15][N:14]([CH:20]=[O:21])[CH2:19][CH2:18]2)[C:3](=[O:13])[c:4]2[cH:5][cH:6][cH:7][cH:8][c:9]2[C:10]1=[O:12]. Starting materials: Br, O=C([O-])[O-], COCn1cnc(CN2CCc3c(c4ccccc4n3C)C2=O)c1C, COCn1cnc(C)c1CN1CCc2c(c3ccccc3n2C)C1=O, [K+], [K+]. Yields the product Cc1[nH]cnc1CN1CCc2c(c3ccccc3n2C)C1=O. Reaction SMILES: [BrH:57].[C:51](=[O:52])([O-:53])[O-:54].[CH3:1][O:2][CH2:3][n:4]1[cH:5][n:6][c:7]([CH2:10][N:11]2[C:12](=[O:25])[c:13]3[c:14]([n:15]([CH3:22])[c:16]4[cH:17][cH:18][cH:19][cH:20][c:21]34)[CH2:23][CH2:24]2)[c:8]1[CH3:9].[CH3:26][O:27][CH2:28][n:29]1[c:30]([CH2:31][N:32]2[CH2:33][CH2:34][c:35]3[n:36]([CH3:37])[c:38]4[cH:39][cH:40][cH:41][cH:42][c:43]4[c:44]3[C:45]2=[O:46])[c:47]([CH3:48])[n:49][cH:50]1.[K+:55].[K+:56]>>[nH:4]1[cH:5][n:6][c:7]([CH2:10][N:11]2[C:12](=[O:25])[c:13]3[c:14]([n:15]([CH3:22])[c:16]4[cH:17][cH:18][cH:19][cH:20][c:21]34)[CH2:23][CH2:24]2)[c:8]1[CH3:9]. Starting materials: O=C1CCN(CC1)C(=O)OC(C)(C)C (tert-butyl 4-oxopiperidine-1-carboxylate), BrBr (Br2), NC(=S)N (Thiourea), C(=O)([O-])[O-].[Na+].[Na+] (Na2CO3), intermediate. The solvent is CCCCC (pentane), C(Cl)(Cl)Cl (CHCl3), C(Cl)(Cl)Cl (CHCl3). Conditions: time 3 hour. Product: NC=1SC=2CN(CCC2N1)C(=O)OC(C)(C)C (tert-butyl 2-amino-6,7-dihydrothiazolo[5,4-c]pyridine-5(4H)-carboxylate). Yield: 47.3%. RXN SMILES: O=[C:2]1[CH2:7][CH2:6][N:5]([C:8]([O:10][C:11]([CH3:14])([CH3:13])[CH3:12])=[O:9])[CH2:4][CH2:3]1.BrBr.[NH2:17][C:18]([NH2:20])=[S:19].C([O-])([O-])=O.[Na+].[Na+]>C(Cl)(Cl)Cl.CCCCC>[NH2:20][C:18]1[S:19][C:3]2[CH2:4][N:5]([C:8]([O:10][C:11]([CH3:14])([CH3:13])[CH3:12])=[O:9])[CH2:6][CH2:7][C:2]=2[N:17]=1 |f:3.4.5|. Reported procedure: To a solution of compound tert-butyl 4-oxopiperidine-1-carboxylate (24.0 g, 120.6 mmol) in dry CHCl3 (500 mL) at 0-5° C., was slowly added a solution of Br2 in CHCl3 (100 mL) over 1.5 hours. The reaction mixture was warmed to RT and stirred for 3 hours. The reaction mixture was concentrated to obtain solid, which was thoroughly washed with Et2O. The resulting intermediate tert-butyl 3-bromo-4-oxopiperidine-1-carboxylate was used immediately in the next reaction. Accordingly, this intermediate (2... The reactants are Cl (hydrochloric acid), N1(CCCCC1)CC(C#N)=C (α-Piperidinomethylacrylonitrile), C1(=CC=CC=C1)NN (phenylhydrazine), [O-]CC.[Na+] (sodium ethoxide). Run in C(C)O (ethanol). Product: N1(CCCCC1)CC1C(NN(C1)C1=CC=CC=C1)=N (4-Piperidinomethyl-1-phenylpyrazolidin-3-imine). As a reaction SMILES: [N:1]1([CH2:7][C:8](=[CH2:11])[C:9]#[N:10])[CH2:6][CH2:5][CH2:4][CH2:3][CH2:2]1.[C:12]1([NH:18][NH2:19])[CH:17]=[CH:16][CH:15]=[CH:14][CH:13]=1.[O-]CC.[Na+].Cl>C(O)C>[N:1]1([CH2:7][CH:8]2[CH2:11][N:18]([C:12]3[CH:17]=[CH:16][CH:15]=[CH:14][CH:13]=3)[NH:19][C:9]2=[NH:10])[CH2:6][CH2:5][CH2:4][CH2:3][CH2:2]1 |f:2.3|. Procedure: α-Piperidinomethylacrylonitrile (17g) and phenylhydrazine (10.8g) were added to a solution of sodium ethoxide (2.3g sodium) in ethanol (200 ml). The resulting solution was boiled under reflux for 2 hours and a solid precipitate formed during the reaction. Dilute hydrochloric acid (50 ml of 2N) was added to the reaction mixture and the solution was evaporated to dryness. The solid residue was extracted with dry ethanol and the product crystallised from the ethanol as colourless plates (melting po... The product is COC(=O)Cc1ccccc1C(F)(F)F. As a reaction SMILES: [CH3:20][OH:21].[F:1][C:2]([c:3]1[c:4]([CH2:9][C:10](=[O:11])[OH:12])[cH:5][cH:6][cH:7][cH:8]1)([F:13])[F:14].[S:15](=[O:16])(=[O:17])([OH:18])[OH:19]>>[F:1][C:2]([c:3]1[c:4]([CH2:9][C:10](=[O:11])[O:12][CH3:20])[cH:5][cH:6][cH:7][cH:8]1)([F:13])[F:14]. The reactants are CO, O=C(O)Cc1ccccc1C(F)(F)F, O=S(=O)(O)O. Reaction conditions: time 4 hour. Yields the product IC1=CC=C(C=C1)[C@H]1[C@@H](C1)C(=O)O (trans-2-(4-iodophenyl)cyclopropanecarboxylic acid). Reaction SMILES: OS(O)(=O)=O.[C:6]1([C@@H:12]2[CH2:14][C@H:13]2[C:15]([OH:17])=[O:16])[CH:11]=[CH:10][CH:9]=[CH:8][CH:7]=1.[I:18]I>O.CC(O)=O>[I:18][C:9]1[CH:10]=[CH:11][C:6]([C@@H:12]2[CH2:14][C@H:13]2[C:15]([OH:17])=[O:16])=[CH:7][CH:8]=1. Procedure: A solution of H2SO4 (0.1 mL) in water (1 mL) and AcOH (4 mL) in a 25 mL flask was added trans-2-phenylcyclopropanecarboxylic acid (200 mg, 1.23 mmol), iodine (173 mg, 0.68 mmol) and KIO3 (61 mg, 0.28 mmol). The reaction mixture was heated to reflux, and added AcOH (6 mL) in portions of 2 mL to rinse iodine down the condenser. After 4 hours, when no further color changes appeared, the reaction was cooled to room temperature, quenched with 1M Na2S2O4 and added water. The mixture was extracted with... Isolated yield 80.1%. The solvent is O (water), CC(=O)O (AcOH), CC(=O)O (AcOH). The reactants are OS(=O)(=O)O (H2SO4), C1(=CC=CC=C1)[C@H]1[C@@H](C1)C(=O)O (trans-2-phenylcyclopropanecarboxylic acid), II (iodine), KIO3. Reactants: C1CCOC1, [Li]CCCC, CCOC(C)=O, CC(C)NC(C)C, O=Cc1cccc(Cl)c1. Product: CCOC(=O)CC(O)c1cccc(Cl)c1. RXN SMILES: [CH2:28]1[O:29][CH2:30][CH2:31][CH2:32]1.[CH2:8]([Li:9])[CH2:10][CH2:11][CH3:12].[CH3:13][CH2:14][O:15][C:16]([CH3:17])=[O:18].[CH:1]([NH:2][CH:3]([CH3:4])[CH3:5])([CH3:6])[CH3:7].[Cl:19][c:20]1[cH:21][c:22]([CH:23]=[O:24])[cH:25][cH:26][cH:27]1>>[CH3:13][CH2:14][O:15][C:16]([CH2:17][CH:23]([c:22]1[cH:21][c:20]([Cl:19])[cH:27][cH:26][cH:25]1)[OH:24])=[O:18]. Starting materials: O=C(c1ncc[nH]1)c1ncc[nH]1, C1CCOC1, CS(=O)c1cccc(CC(=O)O)c1, CO. Yields the product COC(=O)Cc1cccc(S(C)=O)c1. As a reaction SMILES: [C:14]([c:15]1[nH:16][cH:17][cH:18][n:19]1)([c:20]1[nH:21][cH:22][cH:23][n:24]1)=[O:25].[CH2:28]1[O:29][CH2:30][CH2:31][CH2:32]1.[CH3:1][S:2](=[O:3])[c:4]1[cH:5][c:6]([CH2:10][C:11](=[O:12])[OH:13])[cH:7][cH:8][cH:9]1.[CH3:26][OH:27]>>[CH3:1][S:2](=[O:3])[c:4]1[cH:5][c:6]([CH2:10][C:11](=[O:12])[O:13][CH3:14])[cH:7][cH:8][cH:9]1.